This data is from the Open Reaction Database (ORD), a public repository of structured organic reaction records. The task is: describe an organic reaction: reactants, conditions, products, and yield Product: CC1COC(=O)N1c1nc(-c2ccc(Br)cc2)cs1. Reactants: CC(CO)Nc1nc(-c2ccc(Br)cc2)cs1, CCOC(C)=O, CCCCCC. As a reaction SMILES: [Br:1][c:2]1[cH:3][cH:4][c:5](-[c:8]2[n:9][c:10]([NH:13][CH:14]([CH2:15][OH:16])[CH3:17])[s:11][cH:12]2)[cH:6][cH:7]1.[CH3:18][CH2:19][O:20][C:21](=[O:22])[CH3:23].[CH3:24][CH2:25][CH2:26][CH2:27][CH2:28][CH3:29]>>[Br:1][c:2]1[cH:3][cH:4][c:5](-[c:8]2[n:9][c:10]([N:13]3[CH:14]([CH3:17])[CH2:15][O:16][C:19]3=[O:20])[s:11][cH:12]2)[cH:6][cH:7]1.